This data is from the Open Reaction Database (ORD), a public repository of structured organic reaction records. The task is: describe an organic reaction: reactants, conditions, products, and yield RXN SMILES: [C:33]([O:34][CH2:35][CH3:36])(=[O:37])[Cl:38].[CH3:3][O:4][CH2:5][O:6][c:7]1[cH:8][cH:9][c:10]([CH:13]([CH2:14][NH:15][S:16](=[O:17])(=[O:18])[c:19]2[cH:20][cH:21][c:22]([Cl:25])[cH:23][cH:24]2)[CH2:26][c:27]2[cH:28][n:29][cH:30][cH:31][cH:32]2)[cH:11][cH:12]1.[CH3:40][N:41]([CH3:42])[CH:43]=[O:44].[H-:1].[Na+:2].[OH2:39]>>[CH3:3][O:4][CH2:5][O:6][c:7]1[cH:8][cH:9][c:10]([CH:13]([CH2:14][N:15]([S:16](=[O:17])(=[O:18])[c:19]2[cH:20][cH:21][c:22]([Cl:25])[cH:23][cH:24]2)[C:33]([O:34][CH2:35][CH3:36])=[O:37])[CH2:26][c:27]2[cH:28][n:29][cH:30][cH:31][cH:32]2)[cH:11][cH:12]1. Yields the product CCOC(=O)N(CC(Cc1cccnc1)c1ccc(OCOC)cc1)S(=O)(=O)c1ccc(Cl)cc1. The reactants are CCOC(=O)Cl, COCOc1ccc(C(CNS(=O)(=O)c2ccc(Cl)cc2)Cc2cccnc2)cc1, CN(C)C=O, [H-], [Na+], O. Reactants: CS(=O)(=O)O[C@@H]1[C@@H](C=C(C[C@@H]1C)C1=C(C=NC=C1)[N+](=O)[O-])NC(=O)OC(C)(C)C ((+/−)-(1S,2R,6S)-2-((tert-butoxycarbonyl)amino)-6-methyl-4-(3-nitropyridin-4-yl)cyclohex-3-en-1-yl methanesulfonate). Reagents/catalysts: [Pd] (Pd/C). The solvent is C(C)O (Ethanol). Run at time 16 hour. Yields the product CS(=O)(=O)O[C@@H]1[C@@H](C[C@@H](C[C@@H]1C)C1=C(C=NC=C1)N)NC(=O)OC(C)(C)C ((+/−)-(1S,2R,4R,6S)-4-(3-aminopyridin-4-yl)-2-((tert-butoxycarbonyl)amino)-6-methylcyclohexyl methanesulfonate). Yield: 49.0%. As a reaction SMILES: [CH3:1][S:2]([O:5][C@H:6]1[C@@H:11]([CH3:12])[CH2:10][C:9]([C:13]2[CH:18]=[CH:17][N:16]=[CH:15][C:14]=2[N+:19]([O-])=O)=[CH:8][C@H:7]1[NH:22][C:23]([O:25][C:26]([CH3:29])([CH3:28])[CH3:27])=[O:24])(=[O:4])=[O:3]>C(O)C.[Pd]>[CH3:1][S:2]([O:5][C@H:6]1[C@@H:11]([CH3:12])[CH2:10][C@@H:9]([C:13]2[CH:18]=[CH:17][N:16]=[CH:15][C:14]=2[NH2:19])[CH2:8][C@H:7]1[NH:22][C:23]([O:25][C:26]([CH3:27])([CH3:29])[CH3:28])=[O:24])(=[O:3])=[O:4]. Procedure: Degass a solution of (+/−)-(1S,2R,6S)-2-((tert-butoxycarbonyl)amino)-6-methyl-4-(3-nitropyridin-4-yl)cyclohex-3-en-1-yl methanesulfonate (1.0 equiv.) in Ethanol (0.20 M). To this solution was added Pd/C (0.2 equiv.) and purge with Ar and H2. The mixture was stirred under H2 for 16 hrs. Filter the mixture over cetlite and wash the cake with MeOH. Concentrate the filtrate to yield (+/−)-(1S,2R,4R,6S)-4-(3-aminopyridin-4-yl)-2-((tert-butoxycarbonyl)amino)-6-methylcyclohexyl methanesulfonate in 49% ...